From a dataset of the Open Reaction Database (ORD), a public repository of structured organic reaction records. describe an organic reaction: reactants, conditions, products, and yield Reactants: C(C)(C)(C)OC(C(CC)N1C(N(C2=C1C=C(C=C2)C#N)S(=O)(=O)C2=CC=C(C=C2)OC)=O)=O (2-[6-cyano-3-(4-methoxy-benzenesulfonyl)-2-oxo-2,3-dihydro-benzoimidazol-1-yl]-butyric acid tert-butyl ester), FC(C(=O)O)(F)F (trifluoroacetic acid). Solvent: C(Cl)Cl (CH2Cl2). Run at time 3 hour. Product: C(#N)C=1C=CC2=C(N(C(N2S(=O)(=O)C2=CC=C(C=C2)OC)=O)C(C(=O)O)CC)C1 (2-[6-cyano-3-(4-methoxy-benzenesulfonyl)-2-oxo-2,3-dihydro-benzoimidazol-1-yl]-butyric acid). Isolated yield 99.7%. As a reaction SMILES: C([O:5][C:6](=[O:33])[CH:7]([N:10]1[C:14]2[CH:15]=[C:16]([C:19]#[N:20])[CH:17]=[CH:18][C:13]=2[N:12]([S:21]([C:24]2[CH:29]=[CH:28][C:27]([O:30][CH3:31])=[CH:26][CH:25]=2)(=[O:23])=[O:22])[C:11]1=[O:32])[CH2:8][CH3:9])(C)(C)C.FC(F)(F)C(O)=O>C(Cl)Cl>[C:19]([C:16]1[CH:17]=[CH:18][C:13]2[N:12]([S:21]([C:24]3[CH:25]=[CH:26][C:27]([O:30][CH3:31])=[CH:28][CH:29]=3)(=[O:23])=[O:22])[C:11](=[O:32])[N:10]([CH:7]([CH2:8][CH3:9])[C:6]([OH:33])=[O:5])[C:14]=2[CH:15]=1)#[N:20]. Procedure details: A stirred solution of 2-[6-cyano-3-(4-methoxy-benzenesulfonyl)-2-oxo-2,3-dihydro-benzoimidazol-1-yl]-butyric acid tert-butyl ester (34 mg, 0.07 mmol) in CH2Cl2 (1 mL) was treated with trifluoroacetic acid (1 mL). The reaction mixture was stirred at room temperature for 3 hours, concentrated in vacuo and co-evaporated the solvent with toluene (3×) to afford 2-[6-cyano-3-(4-methoxy-benzenesulfonyl)-2-oxo-2,3-dihydro-benzoimidazol-1-yl]-butyric acid (29 mg, 99%) as a white solid. Reactants: [BH4-].[Na+] (sodium borohydride), ClC(=O)OCC (ethyl chloroformate), OC1=C(C=CC2=CC=CC=C12)C(=O)O (1-hydroxy-2-naphthoic acid), C(N)([O-])=O (carbamate). The solvent is O (water), O1CCCC1 (tetrahydrofuran), C(C)N(CC)CC (triethylamine). Conditions: time 1 hour. The product is CC1=C(C2=CC=CC=C2C=C1)O (2-methyl-1-naphthol). Isolated yield 69.2%. RXN SMILES: ClC(OCC)=O.[OH:7][C:8]1[C:17]2[C:12](=[CH:13][CH:14]=[CH:15][CH:16]=2)[CH:11]=[CH:10][C:9]=1[C:18](O)=O.C(=O)([O-])N.[BH4-].[Na+]>O1CCCC1.O.C(N(CC)CC)C>[CH3:18][C:9]1[CH:10]=[CH:11][C:12]2[C:17](=[CH:16][CH:15]=[CH:14][CH:13]=2)[C:8]=1[OH:7] |f:3.4|. Procedure: Minami et al (Chem. Pharm. Bull., 27(3), 816-820, 1979) disclose the following reaction scheme: ethyl chloroformate was added, at a temperature of 0°-5° C. and over a period of 1 hour, to a solution of 1-hydroxy-2-naphthoic acid and triethylamine in tetrahydrofuran whereby the correspondence carbamate was produced. The reaction mixture was added to a solution of sodium borohydride in water, with stirring, at a temperature of 5° to 15° C., and over a period of 1 hour. Extraction with ether gave 2... Procedure: To a solution of 200 mg of potassium cyanide and 300 mg of 18-crown-6 in 20 mL of acetonitrile was added 5-Chloro-2-phenyl-7,8,9,10-tetrahydro-imidazo[1,2-c]-quinazoline (220 mg). The mixture was refluxed for 2 hours, cooled and poured into water. The aqueous layer was extracted with dichloromethane, the organic layer separated and dried and the solvent removed in vacuum. The resultant crude reaction mixture was chromatographed using 15% ethyl acetate/hexane as eluent to yield 5-Cyano-2-phenyl-7... Solvent: C(C)#N (acetonitrile). Yields the product C(#N)C1=NC=2CCCCC2C=2N1C=C(N2)C2=CC=CC=C2 (5-Cyano-2-phenyl-7,8,9,10-tetrahydro-imidazo[1,2-c]-quinazoline). As a reaction SMILES: [C-:1]#[N:2].[K+].C1OCCOCCOCCOCCOCCOC1.Cl[C:23]1[N:32]2[CH:33]=[C:34]([C:36]3[CH:41]=[CH:40][CH:39]=[CH:38][CH:37]=3)[N:35]=[C:31]2[C:30]2[CH2:29][CH2:28][CH2:27][CH2:26][C:25]=2[N:24]=1.O>C(#N)C>[C:1]([C:23]1[N:32]2[CH:33]=[C:34]([C:36]3[CH:41]=[CH:40][CH:39]=[CH:38][CH:37]=3)[N:35]=[C:31]2[C:30]2[CH2:29][CH2:28][CH2:27][CH2:26][C:25]=2[N:24]=1)#[N:2] |f:0.1|. The reactants are O (water), [C-]#N.[K+] (potassium cyanide), C1COCCOCCOCCOCCOCCO1 (18-crown-6), ClC1=NC=2CCCCC2C=2N1C=C(N2)C2=CC=CC=C2 (5-Chloro-2-phenyl-7,8,9,10-tetrahydro-imidazo[1,2-c]-quinazoline). The reactants are CO, [Na+], CCCON=C(C(=O)OCC)C1=CSCCO1, [OH-]. Yields the product CCCON=C(C(=O)O)C1=CSCCO1. Reaction SMILES: [CH3:20][OH:21].[Na+:19].[O:1]1[CH2:2][CH2:3][S:4][CH:5]=[C:6]1[C:7]([C:8](=[O:9])[O:10][CH2:11][CH3:12])=[N:13][O:14][CH2:15][CH2:16][CH3:17].[OH-:18]>>[O:1]1[CH2:2][CH2:3][S:4][CH:5]=[C:6]1[C:7]([C:8](=[O:9])[OH:10])=[N:13][O:14][CH2:15][CH2:16][CH3:17]. Reactants: CN([SiH](C)C)[Si](C)(C)C, ClCCl, N, O=C1NS(=O)(=O)c2ccccc21, Oc1ccccc1. The product is C[Si](C)(C)Oc1ccccc1. Reaction SMILES: [CH3:20][SiH:21]([CH3:22])[N:27]([Si:23]([CH3:24])([CH3:25])[CH3:26])[CH3:28].[Cl:30][CH2:31][Cl:32].[NH3:29].[O:8]=[C:9]1[c:10]2[c:11]([cH:12][cH:13][cH:14][cH:15]2)[S:16](=[O:17])(=[O:18])[NH:19]1.[OH:1][c:2]1[cH:3][cH:4][cH:5][cH:6][cH:7]1>>[O:1]([c:2]1[cH:3][cH:4][cH:5][cH:6][cH:7]1)[Si:23]([CH3:24])([CH3:25])[CH3:26]. Reactants: CCOC(=O)C=P(c1ccccc1)(c1ccccc1)c1ccccc1, C1CCOC1, O=Cc1ccc2ccccc2n1. Yields the product CCOC(=O)C=Cc1ccc2ccccc2n1. As a reaction SMILES: [C:13](=[O:14])([O:15][CH2:16][CH3:17])[CH:18]=[P:19]([c:20]1[cH:21][cH:22][cH:23][cH:24][cH:25]1)([c:26]1[cH:27][cH:28][cH:29][cH:30][cH:31]1)[c:32]1[cH:33][cH:34][cH:35][cH:36][cH:37]1.[CH2:38]1[O:39][CH2:40][CH2:41][CH2:42]1.[n:1]1[c:2]([CH:11]=[O:12])[cH:3][cH:4][c:5]2[cH:6][cH:7][cH:8][cH:9][c:10]12>>[n:1]1[c:2]([CH:11]=[CH:18][C:13](=[O:14])[O:15][CH2:16][CH3:17])[cH:3][cH:4][c:5]2[cH:6][cH:7][cH:8][cH:9][c:10]12. The reactants are O (water), OC1=CC=C(C=C1)C(C1=CC=CC=C1)C(=O)C(C1=CC=CC=C1)C1=CC=C(C=C1)O (4-hydroxyphenyl-benzyl ketone), [OH-].[K+] (potassium hydroxide), C(CCCCCCCCCCCCC)Br (tetradecylbromide). Run in C(C)O (ethanol). Reaction conditions: time 12 hour. Yields the product C(CCCCCCCCCCCCC)OC1=CC=C(C=C1)C(C1=CC=CC=C1)C(=O)C(C1=CC=CC=C1)C1=CC=C(C=C1)OCCCCCCCCCCCCCC (4-tetradecyloxyphenyl-benzyl ketone). Isolated yield 167.0%. As a reaction SMILES: [OH:1][C:2]1[CH:7]=[CH:6][C:5]([CH:8]([C:15]([CH:17]([C:24]2[CH:29]=[CH:28][C:27]([OH:30])=[CH:26][CH:25]=2)[C:18]2[CH:23]=[CH:22][CH:21]=[CH:20][CH:19]=2)=[O:16])[C:9]2[CH:14]=[CH:13][CH:12]=[CH:11][CH:10]=2)=[CH:4][CH:3]=1.[OH-].[K+].[CH2:33](Br)[CH2:34][CH2:35][CH2:36][CH2:37][CH2:38][CH2:39][CH2:40][CH2:41][CH2:42][CH2:43][CH2:44][CH2:45][CH3:46].O>C(O)C>[CH2:33]([O:1][C:2]1[CH:7]=[CH:6][C:5]([CH:8]([C:15]([CH:17]([C:24]2[CH:25]=[CH:26][C:27]([O:30][CH2:22][CH2:21][CH2:20][CH2:19][CH2:18][CH2:17][CH2:15][CH2:8][CH2:5][CH2:4][CH2:3][CH2:2][CH2:7][CH3:6])=[CH:28][CH:29]=2)[C:18]2[CH:23]=[CH:22][CH:21]=[CH:20][CH:19]=2)=[O:16])[C:9]2[CH:14]=[CH:13][CH:12]=[CH:11][CH:10]=2)=[CH:4][CH:3]=1)[CH2:34][CH2:35][CH2:36][CH2:37][CH2:38][CH2:39][CH2:40][CH2:41][CH2:42][CH2:43][CH2:44][CH2:45][CH3:46] |f:1.2|. Reported procedure: To a solution of 4-hydroxyphenyl-benzyl ketone (10.5 g) in a solution of potassium hydroxide (3.0 g) in ethanol (100 ml) was added tetradecylbromide (16 g). The reaction mixture was stirred at gentle reflux temperature for 12 hours, cooled and poured into water. The product was extracted into chloroform, washed further with water, dried over MgSO4, filtered and evaporated. Recrystallisation of the residue from methanol gave the above compound as a colourless crystalline solid (17.5 g, 86%) m.p. ... Procedure details: By substantially following the procedure given in Example 585f using one third (≤13 mmole) of the solution of 3-(4-chlorophenyl)-4-(N-methoxycarbonyl-N-(carbomethoxymethyl)amino)-4,5-dihydro-1H-pyrazole (Example 487c) and 1.87 g (10 mmole) of 4-trifluoromethylphenyl isocyanate, 2.5 g of the desired compound, mp 198°-200° C. was obtained. Reactants: third, ClC1=CC=C(C=C1)C1=NNCC1N(CC(=O)OC)C(=O)OC (3-(4-chlorophenyl)-4-(N-methoxycarbonyl-N-(carbomethoxymethyl)amino)-4,5-dihydro-1H-pyrazole), FC(C1=CC=C(C=C1)N=C=O)(F)F (4-trifluoromethylphenyl isocyanate). The product is FC(C1=CC=C(C=C1)NC(=O)N1N=C(C(C1)N(CC(=O)OC)C(=O)OC)C1=CC=C(C=C1)Cl)(F)F (N-(4-trifluoromethylphenyl)-3-(4-chlorophenyl)-4-(N-methoxycarbonyl-N-(carbomethoxymethyl)amino)-4,5-dihydro-1H-pyrazole-1-carboxamide). As a reaction SMILES: [Cl:1][C:2]1[CH:7]=[CH:6][C:5]([C:8]2[CH:12]([N:13]([C:19]([O:21][CH3:22])=[O:20])[CH2:14][C:15]([O:17][CH3:18])=[O:16])[CH2:11][NH:10][N:9]=2)=[CH:4][CH:3]=1.[F:23][C:24]([F:35])([F:34])[C:25]1[CH:30]=[CH:29][C:28]([N:31]=[C:32]=[O:33])=[CH:27][CH:26]=1>>[F:23][C:24]([F:34])([F:35])[C:25]1[CH:26]=[CH:27][C:28]([NH:31][C:32]([N:10]2[CH2:11][CH:12]([N:13]([C:19]([O:21][CH3:22])=[O:20])[CH2:14][C:15]([O:17][CH3:18])=[O:16])[C:8]([C:5]3[CH:6]=[CH:7][C:2]([Cl:1])=[CH:3][CH:4]=3)=[N:9]2)=[O:33])=[CH:29][CH:30]=1. Reactants: 4,4-(1′,2′-ethylenedioxy)-bicyclo[3.2.1]oct-6-en-2-one, C1(=CC=C(C=C1)S(=O)(=O)O)C (p-toluenesulfonic acid), CC(=O)C (acetone), O (water). Run in C(C)(=O)OCC.CCCCCC (ethyl acetate hexane). Product: C12C(CC(C(C=C1)C2)=O)=O (bicyclo[3.2.1]oct-6-ene-2,4-dione). The yield is 75.0%. RXN SMILES: [C:1]1([CH3:11])[CH:6]=[CH:5]C(S(O)(=O)=O)=C[CH:2]=1.[CH3:12][C:13]([CH3:15])=[O:14].[OH2:16]>C(OCC)(=O)C.CCCCCC>[CH:1]12[CH2:11][CH:15]([CH:5]=[CH:6]1)[C:13](=[O:14])[CH2:12][C:2]2=[O:16] |f:3.4|. Procedure: 640 mg (3.55 mmol) of 4,4-(1′,2′-ethylenedioxy)-bicyclo[3.2.1]oct-6-en-2-one are heated for 16 hours at a temperature of 70° C. in the presence of 200 mg of p-toluenesulfonic acid in a 2:1 mixture of acetone and water. After hydrolysis is complete (TLC monitoring: ethyl acetate/hexane 1:1), the acetone is distilled off under reduced pressure and the aqueous phase is adjusted to pH 9 with saturated sodium hydrogen carbonate solution. After extraction of the aqueous phase three times with ethyl ac... The reactants are C1CCOC1, CCOC(=O)c1cc2cc(OCCOC)ncc2n1CCOC1CCCC(OCc2nc(-c3cccc(C)c3)oc2C)C1, CO, [Li+], [OH-]. Yields the product COCCOc1cc2cc(C(=O)O)n(CCOC3CCCC(OCc4nc(-c5cccc(C)c5)oc4C)C3)c2cn1. As a reaction SMILES: [CH2:44]1[O:45][CH2:46][CH2:47][CH2:48]1.[CH3:1][O:2][CH2:3][CH2:4][O:5][c:6]1[cH:7][c:8]2[c:9]([cH:10][n:11]1)[n:12]([CH2:20][CH2:21][O:22][CH:23]1[CH2:24][CH:25]([O:29][CH2:30][c:31]3[n:32][c:33](-[c:37]4[cH:38][c:39]([CH3:43])[cH:40][cH:41][cH:42]4)[o:34][c:35]3[CH3:36])[CH2:26][CH2:27][CH2:28]1)[c:13]([C:15](=[O:16])[O:17][CH2:18][CH3:19])[cH:14]2.[CH3:49][OH:50].[Li+:51].[OH-:52]>>[CH3:1][O:2][CH2:3][CH2:4][O:5][c:6]1[cH:7][c:8]2[c:9]([cH:10][n:11]1)[n:12]([CH2:20][CH2:21][O:22][CH:23]1[CH2:24][CH:25]([O:29][CH2:30][c:31]3[n:32][c:33](-[c:37]4[cH:38][c:39]([CH3:43])[cH:40][cH:41][cH:42]4)[o:34][c:35]3[CH3:36])[CH2:26][CH2:27][CH2:28]1)[c:13]([C:15](=[O:16])[OH:17])[cH:14]2.